Dataset: the Open Reaction Database (ORD), a public repository of structured organic reaction records. Task: describe an organic reaction: reactants, conditions, products, and yield Starting materials: IC1=CC=C(N)C=C1 (4-iodoaniline), C1(CCCCC1)=O (cyclohexanone), C[Si](C)(C)C#N (trimethylsilyl cyanide). The solvent is C(C)(=O)O (acetic acid). Conditions: time 8 hour. The product is IC1=CC=C(C=C1)NC1(CCCCC1)C#N (1-(4-iodophenylamino)cyclohexanecarbonitrile). RXN SMILES: [I:1][C:2]1[CH:8]=[CH:7][C:5]([NH2:6])=[CH:4][CH:3]=1.[C:9]1(=O)[CH2:14][CH2:13][CH2:12][CH2:11][CH2:10]1.C[Si]([C:20]#[N:21])(C)C>C(O)(=O)C>[I:1][C:2]1[CH:8]=[CH:7][C:5]([NH:6][C:9]2([C:20]#[N:21])[CH2:14][CH2:13][CH2:12][CH2:11][CH2:10]2)=[CH:4][CH:3]=1. Reported procedure: 3 g (13.7 mmol, 1 eq.) of 4-iodoaniline are added to a solution of 1.4 ml (13.5 mmol, 1 eq.) of cyclohexanone in 20 ml of acetic acid at 0° C. The solution is stirred for a moment, and 1.8 ml (13.5 mmol, 1 eq.) of trimethylsilyl cyanide are added. The reaction medium is stirred overnight at room temperature. It is then poured gently into ice-cold ammonium hydroxide solution and extracted with dichloromethane. The organic phases are combined and washed with water. They are dried over sodium sulfa... The reactants are [Br-], COc1ccc(Oc2c(C)cc([N+](=O)[O-])c3c2CCC3)cc1C=O, COc1ccc(C[P+](c2ccccc2)(c2ccccc2)c2ccccc2)cc1F. Yields the product COc1ccc(C=Cc2cc(Oc3c(C)cc([N+](=O)[O-])c4c3CCC4)ccc2OC)cc1F. RXN SMILES: [Br-:25].[CH3:1][O:2][c:3]1[c:4]([CH:5]=[O:6])[cH:7][c:8]([O:11][c:12]2[c:13]3[c:17]([c:18]([N+:22](=[O:23])[O-:24])[cH:19][c:20]2[CH3:21])[CH2:16][CH2:15][CH2:14]3)[cH:9][cH:10]1.[F:26][c:27]1[cH:28][c:29]([CH2:30][P+:31]([c:32]2[cH:33][cH:34][cH:35][cH:36][cH:37]2)([c:38]2[cH:39][cH:40][cH:41][cH:42][cH:43]2)[c:44]2[cH:45][cH:46][cH:47][cH:48][cH:49]2)[cH:50][cH:51][c:52]1[O:53][CH3:54]>>[CH3:1][O:2][c:3]1[c:4]([CH:5]=[CH:30][c:29]2[cH:28][c:27]([F:26])[c:52]([O:53][CH3:54])[cH:51][cH:50]2)[cH:7][c:8]([O:11][c:12]2[c:13]3[c:17]([c:18]([N+:22](=[O:23])[O-:24])[cH:19][c:20]2[CH3:21])[CH2:16][CH2:15][CH2:14]3)[cH:9][cH:10]1. Reactants: ClCC1=CC=C(C=C1)C1=CC=CC=C1 (4-(chloromethyl)biphenyl), COP(=O)(OC)OC (trimethylphosphate). The product is COP(OC)(=O)CC1=CC=C(C=C1)C1=CC=CC=C1 (([1,1'-Biphenyl]-4-ylmethyl)phosphonic acid dimethyl ester). Yield: 72.8%. As a reaction SMILES: Cl[CH2:2][C:3]1[CH:8]=[CH:7][C:6]([C:9]2[CH:14]=[CH:13][CH:12]=[CH:11][CH:10]=2)=[CH:5][CH:4]=1.[CH3:15][O:16][P:17](OC)([O:19][CH3:20])=[O:18]>>[CH3:15][O:16][P:17]([CH2:2][C:3]1[CH:8]=[CH:7][C:6]([C:9]2[CH:14]=[CH:13][CH:12]=[CH:11][CH:10]=2)=[CH:5][CH:4]=1)(=[O:18])[O:19][CH3:20]. Procedure: A solution of 4-(chloromethyl)biphenyl (4.12 g, 0.020M) in trimethylphosphate (10 mL, 10.5 g, 0.085M) is heated at reflux temperature for 60 hours. The excess trimethylphosphite is removed under reduced pressure and the solid residue is chromatographed (400 g of 40-63 μm silica gel, 50 mL fractions). The sample is applied to the column in a minimum amount of EtOAc and the column is eluted with 50% EtOAc-hexane (1.2 L), 75% EtOAc-hexane (2 L), and with EtOAc. Fractions 88-136 contained the dimeth... Reactants: CC1([C@@H]([C@@H]1\C=C/C(OCC(Cl)Cl)=O)C(=O)O)C ((1R,cis)2,2-dimethyl-3-[(Z)3-oxo-3-(2,2-dichloroethoxy)-1-propenyl]-cyclopropane-carboxylic acid), C(#N)[C@H](C1=CC(=CC=C1)OC1=CC=CC=C1)O ((S)α-cyano-3-phenoxybenzyl alcohol). The product is CC1([C@@H]([C@@H]1\C=C/C(OCC(Cl)Cl)=O)C(=O)O[C@@H](C1=CC(=CC=C1)OC1=CC=CC=C1)C#N)C ((S)α-cyano-3-phenoxy-benzyl(1R,cis)2,2-dimethyl-3-[(Z)3-oxo-3-(2,2-dichloroethoxy)-1-propenyl]-cyclopropanecarboxylate). Reaction SMILES: [CH3:1][C:2]1([CH3:17])[C@@H:4](/[CH:5]=[CH:6]\[C:7](=[O:13])[O:8][CH2:9][CH:10]([Cl:12])[Cl:11])[C@H:3]1[C:14]([OH:16])=[O:15].[C:18]([C@@H:20](O)[C:21]1[CH:26]=[CH:25][CH:24]=[C:23]([O:27][C:28]2[CH:33]=[CH:32][CH:31]=[CH:30][CH:29]=2)[CH:22]=1)#[N:19]>>[CH3:1][C:2]1([CH3:17])[C@@H:4](/[CH:5]=[CH:6]\[C:7](=[O:13])[O:8][CH2:9][CH:10]([Cl:11])[Cl:12])[C@H:3]1[C:14]([O:16][C@H:20]([C:18]#[N:19])[C:21]1[CH:26]=[CH:25][CH:24]=[C:23]([O:27][C:28]2[CH:29]=[CH:30][CH:31]=[CH:32][CH:33]=2)[CH:22]=1)=[O:15]. Procedure: Using the procedure of Step F of Example 9, 3 g of the product of Step B and 2.25 g of (S)α-cyano-3-phenoxybenzyl alcohol were reacted to obtain after elution with 8-3 and 9-1 mixtures of cyclohexane-ethyl acetate 1.6 g of (S)α-cyano-3-phenoxy-benzyl(1R,cis)2,2-dimethyl-3-[(Z)3-oxo-3-(2,2-dichloroethoxy)-1-propenyl]-cyclopropane-carboxylate with a specific rotation of [α]D20 =+54°±2° (c=1% in benzene). Starting materials: FC=1C(=NC2=CC=CC(=C2N1)C1=CC=2C(NCCC2N1)=O)C (2-(3-fluoro-2-methylquinoxalin-5-yl)-6,7-dihydro-1H-pyrrolo[3,2-c]pyridin-4(5H)-one), N[C@@H]1CC[C@H](CC1)O (trans-4-aminocyclohexanol). Conditions: temperature 100 celsius. The product is O[C@@H]1CC[C@H](CC1)NC=1C(=NC2=CC=CC(=C2N1)C1=CC=2C(NCCC2N1)=O)C (2-(3-((trans-4-hydroxycyclohexyl)amino)-2-methylquinoxalin-5-yl)-6,7-dihydro-1H-pyrrolo[3,2-c]pyridin-4(5H)-one). The yield is 54.0%. Reaction SMILES: F[C:2]1[C:3]([CH3:22])=[N:4][C:5]2[C:10]([N:11]=1)=[C:9]([C:12]1[NH:20][C:19]3[CH2:18][CH2:17][NH:16][C:15](=[O:21])[C:14]=3[CH:13]=1)[CH:8]=[CH:7][CH:6]=2.[NH2:23][C@H:24]1[CH2:29][CH2:28][C@H:27]([OH:30])[CH2:26][CH2:25]1>>[OH:30][C@H:27]1[CH2:28][CH2:29][C@H:24]([NH:23][C:2]2[C:3]([CH3:22])=[N:4][C:5]3[C:10]([N:11]=2)=[C:9]([C:12]2[NH:20][C:19]4[CH2:18][CH2:17][NH:16][C:15](=[O:21])[C:14]=4[CH:13]=2)[CH:8]=[CH:7][CH:6]=3)[CH2:25][CH2:26]1. Procedure details: Prepared similarly to that described in Example 131 using 2-(3-fluoro-2-methylquinoxalin-5-yl)-6,7-dihydro-1H-pyrrolo[3,2-c]pyridin-4(5H)-one (Example 126; 48 mg, 0.162 mmol) and trans-4-aminocyclohexanol (32.7 mg, 0.283 mmol; Alfa Aesar, Ward Hill, Mass.), heating at 100° C. for 1 h. Purification by silica gel (100% DCM to 10% MeOH/DCM) provided 2-(3-((trans-4-hydroxycyclohexyl)amino)-2-methylquinoxalin-5-yl)-6,7-dihydro-1H-pyrrolo[3,2-c]pyridin-4(5H)-one (54% yield). 1H NMR (400 MHz, DMSO-d6) ... Reactants: C1COCCO1, [Cu]I, COc1cn(-c2ccc(I)cc2F)nc(-c2ccnn2-c2ccccc2)c1=O, [K+], [K+], [K+], NC1CCCCC1N, O=C1NCCO1, O, O=P([O-])([O-])[O-]. Product: COc1cn(-c2ccc(N3CCOC3=O)cc2F)nc(-c2ccnn2-c2ccccc2)c1=O. As a reaction SMILES: [CH2:51]1[O:52][CH2:53][CH2:54][O:55][CH2:56]1.[Cu:57][I:58].[F:1][c:2]1[c:3](-[n:9]2[n:10][c:11](-[c:18]3[cH:19][cH:20][n:21][n:22]3-[c:23]3[cH:24][cH:25][cH:26][cH:27][cH:28]3)[c:12](=[O:17])[c:13]([O:15][CH3:16])[cH:14]2)[cH:4][cH:5][c:6]([I:8])[cH:7]1.[K+:48].[K+:49].[K+:50].[NH2:35][CH:36]1[CH2:37][CH2:38][CH2:39][CH2:40][CH:41]1[NH2:42].[O:29]1[C:30](=[O:34])[NH:31][CH2:32][CH2:33]1.[OH2:59].[P:43]([O-:44])([O-:45])([O-:46])=[O:47]>>[F:1][c:2]1[c:3](-[n:9]2[n:10][c:11](-[c:18]3[cH:19][cH:20][n:21][n:22]3-[c:23]3[cH:24][cH:25][cH:26][cH:27][cH:28]3)[c:12](=[O:17])[c:13]([O:15][CH3:16])[cH:14]2)[cH:4][cH:5][c:6]([N:31]2[C:30](=[O:34])[O:29][CH2:33][CH2:32]2)[cH:7]1.